This data is from the Open Reaction Database (ORD), a public repository of structured organic reaction records. The task is: describe an organic reaction: reactants, conditions, products, and yield The reactants are C[Mg]Br (Methylmagnesium bromide), C1(CCCCC1)C1OB(OC1C1CCCCC1)C(CC(C(=C)CC)C)Cl (4,5-dicyclohexyl-2-(5-chloro-2-ethyl-3-methylpenten-5-yl)-1,3,2-dioxaborolane). Solvent: C1CCOC1 (THF). Run at time 20 hour. Yields the product C1(CCCCC1)C1OB(OC1C1CCCCC1)C(CC(C(=C)CC)C)C (4,5-Dicyclohexyl-2-(2-ethyl-3,5-dimethylpenten-5-yl)-1,3,2-dioxaborolane). As a reaction SMILES: [CH3:1][Mg]Br.[CH:4]1([CH:10]2[CH:14]([CH:15]3[CH2:20][CH2:19][CH2:18][CH2:17][CH2:16]3)[O:13][B:12]([CH:21](Cl)[CH2:22][CH:23]([CH3:28])[C:24]([CH2:26][CH3:27])=[CH2:25])[O:11]2)[CH2:9][CH2:8][CH2:7][CH2:6][CH2:5]1>C1COCC1>[CH:4]1([CH:10]2[CH:14]([CH:15]3[CH2:20][CH2:19][CH2:18][CH2:17][CH2:16]3)[O:13][B:12]([CH:21]([CH3:1])[CH2:22][CH:23]([CH3:28])[C:24]([CH2:26][CH3:27])=[CH2:25])[O:11]2)[CH2:9][CH2:8][CH2:7][CH2:6][CH2:5]1. Procedure: Methylmagnesium bromide (3.0 M in ether, 13.3 mL, 40 mmol) was added to a stirred solution of [4R-[2(S*,S*),4α,5β]]-4,5-dicyclohexyl-2-(5-chloro-2-ethyl-3-methylpenten-5-yl)-1,3,2-dioxaborolane (15.2 g, 40 mmol) in THF (250 mL) at -78° C. over a period of 20 min. The bath was allowed to warm to 20°-25° C. and the reaction mixture was stirred for 20 h. The solution was concentrated under vacuum and ether (200 mL) was added to the residue. The ethereal solution was washed with saturated aqueous am... Starting materials: aqueous solution, N(=O)[O-].[Na+] (sodium nitrite), NC1=C(C=CC=C1)C1=CC=CC=C1 (o-aminobiphenyl), Cl (hydrochloric acid). Reagents/catalysts: [Cl-].[Zn+2].[Cl-] (zinc chloride). Run at time 10 minute. The product is [Cl-].C=1(C(=CC=CC1)[N+]#N)C1=CC=CC=C1 (2-biphenyl diazonium chloride). Reaction SMILES: [NH2:1][C:2]1[CH:7]=[CH:6][CH:5]=[CH:4][C:3]=1[C:8]1[CH:13]=[CH:12][CH:11]=[CH:10][CH:9]=1.[N:14]([O-])=O.[Na+].[ClH:18]>[Cl-].[Zn+2].[Cl-]>[Cl-:18].[C:3]1([C:8]2[CH:9]=[CH:10][CH:11]=[CH:12][CH:13]=2)[C:2]([N+:1]#[N:14])=[CH:7][CH:6]=[CH:5][CH:4]=1 |f:1.2,4.5.6,7.8|. Reported procedure: First, 500 mg of o-aminobiphenyl was dissolved in 2.4 ml of 13.6% hydrochloric acid (4 molar equivalents), and the resulting solution was subjected to ultrasonic treatment for 10 minutes and then kept at the freezing point. To the solution at the freezing point was added dropwise 0.8 ml of a 25 % aqueous solution of sodium nitrite (1 molar equivalent) slowly while stirring. After the addition, the mixture was stirred at the freezing point for 2 hours, followed by addition of 0. 6 ml of saturated... The reactants are [Si](C)(C)(C(C)(C)C)OC1=C(C=CC=C1)NC1=NC(=C2NC(N(C2=N1)C1=C(C=CC=C1)OC)=O)C(=O)OCC (Ethyl 2-(2-(tert-butyldimethylsilyloxy)phenylamino)-9-(2-methoxyphenyl)-8-oxo-8,9-dihydro-7H-purine-6-carboxylate), NC=1C(=NC(=NC1NC1=C(C=CC=C1)OC)NC1=C(C=CC=C1)O[Si](C)(C)C(C)(C)C)C(=O)OCC (Ethyl 5-amino-2-(2-(tert-butyldimethylsilyloxy)phenyl amino)-6-(2-methoxyphenylamino)pyrimidine-4-carboxylate), C(=O)(N1C=NC=C1)N1C=NC=C1 (1,1′-carbonyldiimidazole). Run in C(Cl)Cl (methylene chloride). Conditions: time 8 hour. Yields the product OC1=C(C=CC=C1)NC1=NC(=C2NC(N(C2=N1)C1=C(C=CC=C1)OC)=O)C(=O)N (2-(2-HYDROXYPHENYLAMINO)-9-(2-METHOXYPHENYL)-8-OXO-8,9-DIHYDRO-7H-PURINE-6-CARBOXAMIDE). The yield is 96.0%. As a reaction SMILES: [Si]([O:8][C:9]1[CH:14]=[CH:13][CH:12]=[CH:11][C:10]=1[NH:15][C:16]1[N:24]=[C:23]2[C:19]([NH:20][C:21](=[O:33])[N:22]2[C:25]2[CH:30]=[CH:29][CH:28]=[CH:27][C:26]=2[O:31][CH3:32])=[C:18]([C:34]([O:36]CC)=O)[N:17]=1)(C(C)(C)C)(C)C.[NH2:39]C1C(C(OCC)=O)=NC(NC2C=CC=CC=2O[Si](C(C)(C)C)(C)C)=NC=1NC1C=CC=CC=1OC.C(N1C=CN=C1)(N1C=CN=C1)=O>C(Cl)Cl>[OH:8][C:9]1[CH:14]=[CH:13][CH:12]=[CH:11][C:10]=1[NH:15][C:16]1[N:24]=[C:23]2[C:19]([NH:20][C:21](=[O:33])[N:22]2[C:25]2[CH:30]=[CH:29][CH:28]=[CH:27][C:26]=2[O:31][CH3:32])=[C:18]([C:34]([NH2:39])=[O:36])[N:17]=1. Reported procedure: Ethyl 2-(2-(tert-butyldimethylsilyloxy)phenylamino)-9-(2-methoxyphenyl)-8-oxo-8,9-dihydro-7H-purine-6-carboxylate. Ethyl 5-amino-2-(2-(tert-butyldimethylsilyloxy)phenyl amino)-6-(2-methoxyphenylamino)pyrimidine-4-carboxylate (232.6 mg, 0.456 mmol) was dissolved in methylene chloride (5 mL) and 1,1′-carbonyldiimidazole (740 mg, 4.56 mmol) was added. The reaction was refluxed for 1H and then stirred at room temperature overnight. Solvent was removed under reduced pressure and crude was purified by... The reactants are CCCC[Sn](CCCC)(CCCC)c1cccs1, CCOC(C)=O, O=[N+]([O-])c1ccc2oc(Cl)nc2c1, C1COCCO1, c1ccc(P(c2ccccc2)(c2ccccc2)[Pd](P(c2ccccc2)(c2ccccc2)c2ccccc2)(P(c2ccccc2)(c2ccccc2)c2ccccc2)P(c2ccccc2)(c2ccccc2)c2ccccc2)cc1. The product is O=[N+]([O-])c1ccc2oc(-c3cccs3)nc2c1. As a reaction SMILES: [CH2:14]([Sn:15]([CH2:16][CH2:17][CH2:18][CH3:24])([c:19]1[s:20][cH:21][cH:22][cH:23]1)[CH2:25][CH2:26][CH2:27][CH3:28])[CH2:29][CH2:30][CH3:31].[CH3:32][CH2:33][O:34][C:35](=[O:36])[CH3:37].[Cl:1][c:2]1[o:3][c:4]2[c:5]([n:6]1)[cH:7][c:8]([N+:11](=[O:12])[O-:13])[cH:9][cH:10]2.[O:38]1[CH2:39][CH2:40][O:41][CH2:42][CH2:43]1.[cH:44]1[cH:45][cH:46][c:47]([P:48]([Pd:49]([P:50]([c:51]2[cH:52][cH:53][cH:54][cH:55][cH:56]2)([c:57]2[cH:58][cH:59][cH:60][cH:61][cH:62]2)[c:63]2[cH:64][cH:65][cH:66][cH:67][cH:68]2)([P:69]([c:70]2[cH:71][cH:72][cH:73][cH:74][cH:75]2)([c:76]2[cH:77][cH:78][cH:79][cH:80][cH:81]2)[c:82]2[cH:83][cH:84][cH:85][cH:86][cH:87]2)[P:88]([c:89]2[cH:90][cH:91][cH:92][cH:93][cH:94]2)([c:95]2[cH:96][cH:97][cH:98][cH:99][cH:100]2)[c:101]2[cH:102][cH:103][cH:104][cH:105][cH:106]2)([c:107]2[cH:108][cH:109][cH:110][cH:111][cH:112]2)[c:113]2[cH:114][cH:115][cH:116][cH:117][cH:118]2)[cH:119][cH:120]1>>[c:2]1(-[c:19]2[s:20][cH:21][cH:22][cH:23]2)[o:3][c:4]2[c:5]([n:6]1)[cH:7][c:8]([N+:11](=[O:12])[O-:13])[cH:9][cH:10]2.